From a dataset of the Open Reaction Database (ORD), a public repository of structured organic reaction records. describe an organic reaction: reactants, conditions, products, and yield Starting materials: Fc1ccc(Br)cn1, CC(C)(C)OC(=O)C[Zn+], C1CCOC1, [Cl-], O. Yields the product CC(C)(C)OC(=O)Cc1ccc(F)nc1. Reaction SMILES: [Br:11][c:12]1[cH:13][cH:14][c:15]([F:18])[n:16][cH:17]1.[C:2]([CH3:3])([CH3:4])([CH3:5])[O:6][C:7]([CH2:8][Zn+:9])=[O:10].[CH2:20]1[O:21][CH2:22][CH2:23][CH2:24]1.[Cl-:1].[OH2:19]>>[C:2]([CH3:3])([CH3:4])([CH3:5])[O:6][C:7]([CH2:8][c:12]1[cH:13][cH:14][c:15]([F:18])[n:16][cH:17]1)=[O:10].